Dataset: the Open Reaction Database (ORD), a public repository of structured organic reaction records. Task: describe an organic reaction: reactants, conditions, products, and yield Starting materials: [N+](=O)([O-])C1=CC=C(N)C=C1 (4-nitroaniline), S(=O)(Cl)Cl (Thionyl chloride), BrC1=C(C(=O)O)C=CC=C1 (2-bromobenzoic acid), CN(C)C=O (DMF). Run in C1(=CC=CC=C1)C (toluene), CN1C(CCC1)=O (N-methylpyrrolidone), C1(=CC=CC=C1)C (toluene). Run at temperature 80 celsius, time 24 hour. The product is C(C)C1=C2C=CC(N(C2=CC(=N1)CC)CC1=CC=C(C=C1)[N+](=O)[O-])=O (5,7-diethyl-1-(4-nitrobenzyl)-1,6-naphthyridin-2(1H)-one). The yield is 87.0%. Reaction SMILES: S(Cl)(Cl)=O.Br[C:6]1[CH:14]=[CH:13][CH:12]=[CH:11][C:7]=1C(O)=O.[N+:15]([C:18]1[CH:24]=[CH:23][C:21](N)=[CH:20][CH:19]=1)([O-:17])=[O:16].[CH3:25][N:26]([CH:28]=[O:29])[CH3:27]>C1(C)C=CC=CC=1.CN1CCCC1=O>[CH2:14]([C:13]1[N:15]=[C:18]([CH2:24][CH3:23])[CH:19]=[C:25]2[C:12]=1[CH:11]=[CH:7][C:28](=[O:29])[N:26]2[CH2:27][C:21]1[CH:23]=[CH:24][C:18]([N+:15]([O-:17])=[O:16])=[CH:19][CH:20]=1)[CH3:6]. Reported procedure: Thionyl chloride (120.5 g) was added to a stirred mixture of 2-bromobenzoic acid (194 g) in toluene (500 ml) and DMF (5 ml) and the mixture was heated at 80° C. for 4 hours. The solution was cooled to 20° C. and added slowly to a solution of 4-nitroaniline (133.1 g) in toluene (500 ml) and N-methylpyrrolidone (NMP) (120 ml), maintaining the temperature of the reaction mixture between 20°-25° C. The reaction mixture was then stirred for 24 hours when a solid precipitated. Water (360 ml) was added... Starting materials: CC(C)(C)O, [O-][Cl+][O-], O=Cc1c(C(F)(F)F)nc2sccn12, [Na+], [Na+], O, O, O, O=P([O-])(O)O. The product is O=C(O)c1c(C(F)(F)F)nc2sccn12. As a reaction SMILES: [C:28]([OH:29])([CH3:30])([CH3:31])[CH3:32].[Cl+:1]([O-:2])[O-:3].[F:14][C:15]([c:16]1[n:17][c:18]2[s:19][cH:20][cH:21][n:22]2[c:23]1[CH:24]=[O:25])([F:26])[F:27].[Na+:12].[Na+:4].[OH2:13].[OH2:5].[OH2:6].[P:7]([O-:8])([OH:9])([OH:10])=[O:11]>>[OH:5][C:24]([c:23]1[c:16]([C:15]([F:14])([F:26])[F:27])[n:17][c:18]2[s:19][cH:20][cH:21][n:22]21)=[O:25]. Reactants: CC1=NC(=NC=C1C(=O)Cl)C1=NC=CC=C1 (4-methyl-2-pyridin-2-yl-pyrimidine-5-carboxylic acid chloride), FC=1C=C2C=CN(C2=CC1)N (5-fluoro-indol-1-ylamine), C(=O)([O-])[O-].[K+].[K+] (K2CO3). Solvent: CCOC(=O)C (EtOAc), CCOC(=O)C (EtOAc), O (H2O). Reaction conditions: time 8 hour. Product: FC=1C=C2C=CN(C2=CC1)NC(=O)C=1C(=NC(=NC1)C1=NC=CC=C1)C (4-methyl-2-pyridin-2-yl-pyrimidine-5-carboxylic acid (5-fluoro-indol-1-yl)-amide). The yield is 35.1%. RXN SMILES: [CH3:1][C:2]1[C:7]([C:8](Cl)=[O:9])=[CH:6][N:5]=[C:4]([C:11]2[CH:16]=[CH:15][CH:14]=[CH:13][N:12]=2)[N:3]=1.[F:17][C:18]1[CH:19]=[C:20]2[C:24](=[CH:25][CH:26]=1)[N:23]([NH2:27])[CH:22]=[CH:21]2.C([O-])([O-])=O.[K+].[K+]>CCOC(C)=O.O>[F:17][C:18]1[CH:19]=[C:20]2[C:24](=[CH:25][CH:26]=1)[N:23]([NH:27][C:8]([C:7]1[C:2]([CH3:1])=[N:3][C:4]([C:11]3[CH:16]=[CH:15][CH:14]=[CH:13][N:12]=3)=[N:5][CH:6]=1)=[O:9])[CH:22]=[CH:21]2 |f:2.3.4|. Reported procedure: A solution of 4-methyl-2-pyridin-2-yl-pyrimidine-5-carboxylic acid chloride (1 mmol) in EtOAc (20 mL) is added to a stirred solution of 5-fluoro-indol-1-ylamine (1.20 mmol) and K2CO3 (2 mmol) in EtOAc (10 mL) and H2O (20 mL) at rt, and the reaction mixture is stirred at rt overnight. The reaction mixture is extracted with EtOAc. The organic layer is washed with brine, dried (Na2SO4), filtered and concentrated in vacuo. The residue is purified by silica gel chromatography eluting with 0-10% MeOH ... Reactants: CN(C)CCCN1CN(CN(C1)CCCN(C)C)CCCN(C)C (Desmorapid), C(CCCCC)N=C=O (n-hexyl isocyanate), [N-]=C=O (isocyanate). The solvent is C(C)(C)O (isopropanol). Conditions: temperature 60 celsius. Product: C(CCCCC)NC(OC(C)C)=O (Isopropyl hexylcarbamate). RXN SMILES: CN([CH2:4][CH2:5][CH2:6]N1CN(CCCN(C)C)CN(CCCN(C)C)C1)C.[CH2:25]([N:31]=[C:32]=[O:33])[CH2:26][CH2:27][CH2:28][CH2:29][CH3:30].[N-]=C=[O:36]>C(O)(C)C>[CH2:25]([NH:31][C:32](=[O:36])[O:33][CH:5]([CH3:6])[CH3:4])[CH2:26][CH2:27][CH2:28][CH2:29][CH3:30]. Procedure details: In a 250 ml round-bottomed flask, 0.02 g of Desmorapid Z, 34.0 g of n-hexyl isocyanate were initially introduced and heated to 60° C. Thereafter, 16.0 g of isopropanol were added dropwise and the mixture was further kept at 60° C. until the isocyanate content had fallen below 0.1%. Thereafter, cooling was effected and the product was obtained as a clear liquid. Reactants: C1=C(C=CC2=CC=CC=C12)O (β-naphthol), [OH-].[Na+] (sodium hydroxide), C1=CC(=CC=C1N=NC2C(=NN(C2=O)C3=CC=C(C=C3)S(=O)(=O)[O-])C(=O)[O-])S(=O)(=O)[O-].[Na+].[Na+].[Na+] (trisodium salt), N(CC(=O)O)(CC(=O)O)CC(=O)O (nitrilotriacetic acid). Yields the product OC1=CC2=CC=CC=C2C=C1C(=O)O (2-hydroxy-naphthalene-3-carboxylic acid). Isolated yield 73.0%. RXN SMILES: [CH:1]1[C:10]2[C:5](=[CH:6][CH:7]=[CH:8][CH:9]=2)[CH:4]=[CH:3][C:2]=1[OH:11].[OH-].[Na+].C1C(N=NC2C(=O)N(C3C=CC(S([O-])(=O)=O)=CC=3)N=C2[C:38]([O-:40])=[O:39])=CC=C(S([O-])(=O)=O)C=1.[Na+].[Na+].[Na+].N(CC(O)=O)(CC(O)=O)CC(O)=O>>[OH:11][C:2]1[C:3]([C:38]([OH:40])=[O:39])=[CH:4][C:5]2[C:10](=[CH:9][CH:8]=[CH:7][CH:6]=2)[CH:1]=1 |f:1.2,3.4.5.6|. Procedure details: An autoclave equipped with stirrer is charged with 1,220 parts of β-naphthol, 640 parts of aqueous sodium hydroxide solution (50% strength by weight) and 6 parts of the trisodium salt of nitrilotriacetic acid (dissolved in 15 parts of water). The charge is mixed thoroughly under nitrogen until the internal temperature reaches 260° C. 510 parts of 2-hydroxy-naphthalene-3-carboxylic acid (corresponding to 73% of theory, based on β-naphthol converted) are obtained analogously to Example 1. The prop...